The task is: describe an organic reaction: reactants, conditions, products, and yield. This data is from the Open Reaction Database (ORD), a public repository of structured organic reaction records. Starting materials: N#N (N2), C1(CC1)N1C=NC2=C1C(=NC(=C2)B2OC(C(O2)(C)C)(C)C)O[C@H](C)[C@@H]2CC(NC2)=O ((R)-4-((R)-1-((3-cyclopropyl-6-(4,4,5,5-tetramethyl-1,3,2-dioxaborolan-2-yl)-3H-imidazo[4,5-c]pyridin-4-yl)oxy)ethyl)pyrrolidin-2-one), BrC1=CN=C(S1)C(C)(C)O (2-(5-bromothiazol-2-yl)propan-2-ol), C(=O)([O-])[O-].[Na+].[Na+] (Na2CO3). The reagents and catalysts are C=1C=CC(=CC1)[P](C=2C=CC=CC2)(C=3C=CC=CC3)[Pd]([P](C=4C=CC=CC4)(C=5C=CC=CC5)C=6C=CC=CC6)([P](C=7C=CC=CC7)(C=8C=CC=CC8)C=9C=CC=CC9)[P](C=1C=CC=CC1)(C=1C=CC=CC1)C=1C=CC=CC1 (Pd(PPh3)4). The solvent is COCCOC (1,2-dimethoxyethane), C(Cl)Cl (DCM). Conditions: temperature 100 celsius. Yields the product C1(CC1)N1C=NC2=C1C(=NC(=C2)C2=CN=C(S2)C(C)(C)O)O[C@H](C)[C@@H]2CC(NC2)=O ((R)-4-((R)-1-((3-cyclopropyl-6-(2-(2-hydroxypropan-2-yl)thiazol-5-yl)-3H-imidazo[4,5-c]pyridin-4-yl)oxy)ethyl)pyrrolidin-2-one). Yield: 15.1%. RXN SMILES: [CH:1]1([N:4]2[C:8]3[C:9]([O:22][C@@H:23]([C@H:25]4[CH2:29][NH:28][C:27](=[O:30])[CH2:26]4)[CH3:24])=[N:10][C:11](B4OC(C)(C)C(C)(C)O4)=[CH:12][C:7]=3[N:6]=[CH:5]2)[CH2:3][CH2:2]1.Br[C:32]1[S:36][C:35]([C:37]([OH:40])([CH3:39])[CH3:38])=[N:34][CH:33]=1.C([O-])([O-])=O.[Na+].[Na+].N#N>C1C=CC([P]([Pd]([P](C2C=CC=CC=2)(C2C=CC=CC=2)C2C=CC=CC=2)([P](C2C=CC=CC=2)(C2C=CC=CC=2)C2C=CC=CC=2)[P](C2C=CC=CC=2)(C2C=CC=CC=2)C2C=CC=CC=2)(C2C=CC=CC=2)C2C=CC=CC=2)=CC=1.C(Cl)Cl.COCCOC>[CH:1]1([N:4]2[C:8]3[C:9]([O:22][C@@H:23]([C@H:25]4[CH2:29][NH:28][C:27](=[O:30])[CH2:26]4)[CH3:24])=[N:10][C:11]([C:32]4[S:36][C:35]([C:37]([OH:40])([CH3:39])[CH3:38])=[N:34][CH:33]=4)=[CH:12][C:7]=3[N:6]=[CH:5]2)[CH2:2][CH2:3]1 |f:2.3.4,^1:52,54,73,92|. Procedure: To a microwave tube equipped with a stirring bar, (R)-4-((R)-1-((3-cyclopropyl-6-(4,4,5,5-tetramethyl-1,3,2-dioxaborolan-2-yl)-3H-imidazo[4,5-c]pyridin-4-yl)oxy)ethyl)pyrrolidin-2-one: (167.0 mg, 0.405 mmol), 2-(5-bromothiazol-2-yl)propan-2-ol (90.0 mg, 0.405 mmol), 1,2-dimethoxyethane (2 mL), 1 N Na2CO3 aqueous solution (0.55 mL, 0.55 mmol) were added, the mixture was bubbled N2 for 5 minutes before Pd(PPh3)4 (10.6 mg, 0.009 mmol) was added. The tube was sealed and heated in an oil bath at 100°... Starting materials: CC(=O)O, O=[N+]([O-])c1ccc(S(=O)(=O)N2CCCC(c3ccc(Cl)cc3)=N2)cc1, [Fe]. Product: Nc1ccc(S(=O)(=O)N2CCCC(c3ccc(Cl)cc3)=N2)cc1. As a reaction SMILES: [CH3:26][C:27](=[O:28])[OH:29].[Cl:1][c:2]1[cH:3][cH:4][c:5]([C:8]2=[N:9][N:10]([S:14](=[O:15])(=[O:16])[c:17]3[cH:18][cH:19][c:20]([N+:23]([O-:24])=[O:25])[cH:21][cH:22]3)[CH2:11][CH2:12][CH2:13]2)[cH:6][cH:7]1.[Fe:30]>>[Cl:1][c:2]1[cH:3][cH:4][c:5]([C:8]2=[N:9][N:10]([S:14](=[O:15])(=[O:16])[c:17]3[cH:18][cH:19][c:20]([NH2:23])[cH:21][cH:22]3)[CH2:11][CH2:12][CH2:13]2)[cH:6][cH:7]1. Reactants: COC(CC(CC(=O)N)(C)O)=O (3-hydroxy-3-methylglutaric acid monoamide methyl ester). The solvent is [OH-].[Na+] (sodium hydroxide), O (water). Product: OC(CC(=O)N)(CC(=O)O)C (3-hydroxy-3-methylglutaric acid monoamide). Reaction SMILES: C[O:2][C:3](=[O:12])[CH2:4][C:5]([OH:11])([CH3:10])[CH2:6][C:7]([NH2:9])=[O:8]>[OH-].[Na+].O>[OH:11][C:5]([CH3:10])([CH2:4][C:3]([OH:12])=[O:2])[CH2:6][C:7]([NH2:9])=[O:8] |f:1.2|. Reported procedure: 1.56 g. (0.01 moles) of 3-hydroxy-3-methylglutaric acid monoamide methyl ester is dissolved in 10 ml of 1 N sodium hydroxide. After 24 hours at room temperature the solution is diluted to 50 ml with water and passed through a 50 ml column of Dowex 50 (H30 ) resin. The column is washed with 100 ml of water and the washings collected and evaporated to afford 3-hydroxy-3-methylglutaric acid monoamide. Reactants: BrC1=CC(=NC=C1)N1C(=CC=C1C)C (4-bromo-2-(2,5-dimethyl-pyrrol-1-yl)-pyridine), B(OC(C)C)(OC(C)C)OC(C)C (triisopropyl borate), [Li]CCCC (n-BuLi), B(OC(C)C)(OC(C)C)OC(C)C (triisopropyl borate), [Li]CCCC (n-BuLi). Solvent: C1CCOC1 (THF). Conditions: temperature 20 celsius, time 1 hour. The product is CC=1N(C(=CC1)C)C1=NC=CC(=C1)B(O)O (2-(2,5-Dimethyl-pyrrol-1-yl)-pyridine-4-boronic acid). As a reaction SMILES: Br[C:2]1[CH:7]=[CH:6][N:5]=[C:4]([N:8]2[C:12]([CH3:13])=[CH:11][CH:10]=[C:9]2[CH3:14])[CH:3]=1.[B:15](OC(C)C)([O:20]C(C)C)[O:16]C(C)C.[Li]CCCC>C1COCC1>[CH3:14][C:9]1[N:8]([C:4]2[CH:3]=[C:2]([B:15]([OH:20])[OH:16])[CH:7]=[CH:6][N:5]=2)[C:12]([CH3:13])=[CH:11][CH:10]=1. Procedure: Step 2) To a solution of the above prepared 4-bromo-2-(2,5-dimethyl-pyrrol-1-yl)-pyridine (1.95 g, 7.77 mmol) and triisopropyl borate (2.68 mL, 11.6 mmol) in THF (40 mL) at −78° C. was added n-BuLi (1.6 M in hexane, 4.85 mL, 7.77 mmol) keeping the internal temperature below −65° C. Stirring was continued at −78° C. for 1 h, then more triisopropyl borate (2.68 mL, 11.6 mmol) and n-BuLi (4.85 mL, 7.77 mmol) was added and stirring was continued at −78° C. for 1 h. The reaction mixture was quenched ... Reactants: C(C=O)(=O)OCC1=CC=CC=C1 (benzyl glyoxalate), N(=[N+]=[N-])C[C@@H]1NC([C@@H]1NC(COC1=CC=CC=C1)=O)=O (cis-2-azidomethyl-4-oxo-3-phenoxyacetylaminoazetidine), S(=O)(=O)([O-])[O-].[Mg+2] (magnesium sulfate). Reagents/catalysts: [Pd] (palladium on carbon). Solvent: C(Cl)Cl (methylene dichloride), C(C)O (ethanol), C(Cl)Cl (methylene dichloride). Conditions: time 1 hour. Product: C(C1=CC=CC=C1)OC(C=NC[C@@H]1NC([C@@H]1NC(COC1=CC=CC=C1)=O)=O)=O (N-(cis-4-oxo-3-phenoxyacetylamino-2-azetidinylmethyl)iminoacetic acid benzyl ester). As a reaction SMILES: [N:1]([CH2:4][C@H:5]1[C@@H:8]([NH:9][C:10](=[O:19])[CH2:11][O:12][C:13]2[CH:18]=[CH:17][CH:16]=[CH:15][CH:14]=2)[C:7](=[O:20])[NH:6]1)=[N+]=[N-].S([O-])([O-])(=O)=O.[Mg+2].[C:27]([O:31][CH2:32][C:33]1[CH:38]=[CH:37][CH:36]=[CH:35][CH:34]=1)(=[O:30])[CH:28]=O>[Pd].C(O)C.C(Cl)Cl>[CH2:32]([O:31][C:27](=[O:30])[CH:28]=[N:1][CH2:4][C@H:5]1[C@@H:8]([NH:9][C:10](=[O:19])[CH2:11][O:12][C:13]2[CH:18]=[CH:17][CH:16]=[CH:15][CH:14]=2)[C:7](=[O:20])[NH:6]1)[C:33]1[CH:38]=[CH:37][CH:36]=[CH:35][CH:34]=1 |f:1.2|. Reported procedure: A suspension of 0.499 g (1.81 mmole) of cis-2-azidomethyl-4-oxo-3-phenoxyacetylaminoazetidine and 0.189 g of 10% palladium on carbon in 25 ml of absolute ethanol was hydrogenated at atmospheric pressure and at 40° for 1 hour. The solution was filtered through celite and the solvent was removed in vacuo to afford a colorless gum which was dissolved in 15 ml of methylene dichloride. Anhydrous magnesium sulfate was added followed by addition of a solution of 0.314 g (1.91 mmole) of benzyl glyoxalat... Reactants: Cl.ClCC=1N(C2=C(C(=NC=3C=CC=CC23)N)N1)CC1=CC=CC=C1 (2-Chloromethyl-1-phenylmethyl-1H-imidazo[4,5-c]quinolin-4-amine hydrochloride), alcohol, CS (methanethiol), C[O-].[Na+] (sodium methoxide). Run in CO (methanol). Product: CSCC=1N(C2=C(C(=NC=3C=CC=CC23)N)N1)CC1=CC=CC=C1 (2-Methylthiomethyl-1-phenylmethyl-1H-imidazo[4,5-c]quinolin-4-amine). RXN SMILES: Cl.Cl[CH2:3][C:4]1[N:5]([CH2:18][C:19]2[CH:24]=[CH:23][CH:22]=[CH:21][CH:20]=2)[C:6]2[C:15]3[CH:14]=[CH:13][CH:12]=[CH:11][C:10]=3[N:9]=[C:8]([NH2:16])[C:7]=2[N:17]=1.[CH3:25][SH:26].C[O-].[Na+]>CO>[CH3:25][S:26][CH2:3][C:4]1[N:5]([CH2:18][C:19]2[CH:24]=[CH:23][CH:22]=[CH:21][CH:20]=2)[C:6]2[C:15]3[CH:14]=[CH:13][CH:12]=[CH:11][C:10]=3[N:9]=[C:8]([NH2:16])[C:7]=2[N:17]=1 |f:0.1,3.4|. Reported procedure: 2-Chloromethyl-1-phenylmethyl-1H-imidazo[4,5-c]quinolin-4-amine hydrochloride (Example 28, prepared from 2.11 g of the alcohol) was added to a solution of methanethiol (1.33 g; 0.028 mol) and sodium methoxide (1.5 g; 0.028 mol) in methanol. The solid dissolved upon addition and a cream colored solid precipitated during addition. After stirring at room temperature for several hours the mixture was diluted with water. The solid was filtered from the mixture, washed with water, and dried. A crude y... The reactants are C(C)OC(C(C1=NN=NN1)C1CCCC1)=O (α-Cyclopentyltetrazole-5-acetic Acid Ethyl Ester), C(=O)([O-])[O-].[K+].[K+] (K2CO3), C(C1=CC=CC=C1)Br (benzyl bromide). Run in CC(=O)C (acetone). Conditions: temperature 50 celsius, time 14 hour. Yields the product C(C1=CC=CC=C1)N1N=C(N=N1)C(C(=O)OCC)C1CCCC1 (2-Benzyl-α-cyclopentyl-2H-tetrazole-5-acetic Acid, Ethyl Ester). As a reaction SMILES: [CH2:1]([O:3][C:4](=[O:16])[CH:5]([CH:11]1[CH2:15][CH2:14][CH2:13][CH2:12]1)[C:6]1[NH:10][N:9]=[N:8][N:7]=1)[CH3:2].C([O-])([O-])=O.[K+].[K+].[CH2:23](Br)[C:24]1[CH:29]=[CH:28][CH:27]=[CH:26][CH:25]=1>CC(C)=O>[CH2:23]([N:8]1[N:9]=[N:10][C:6]([CH:5]([CH:11]2[CH2:12][CH2:13][CH2:14][CH2:15]2)[C:4]([O:3][CH2:1][CH3:2])=[O:16])=[N:7]1)[C:24]1[CH:29]=[CH:28][CH:27]=[CH:26][CH:25]=1 |f:1.2.3|. Reported procedure: To a stirred mixture of α-cyclopentyltetrazole-5-acetic acid, ethyl ester (step 1 of Example 14) and K2CO3 (12.3 g, 89.0 mmol) in acetone (200 mL) was added benzyl bromide (4.84 mL, 40.7 mmol) at ambient temperature. The resulting mixture was stirred at 50° C. for 14 h and concentrated under reduced pressure. The resulting residue was chromatographed on a column of silica gel eluting with hexane/ethyl acetate (10:1) to give 2.95 g (27% in 2 steps) of the title compound.